Dataset: the Open Reaction Database (ORD), a public repository of structured organic reaction records. Task: describe an organic reaction: reactants, conditions, products, and yield The reactants are CN(C)C=O, CCCCCC, ClC(Cl)Cl, O=c1ncc(-c2ccccc2F)n[nH]1, O=P(Cl)(Cl)Cl. The product is Fc1ccccc1-c1cnc(Cl)nn1. As a reaction SMILES: [CH3:24][N:25]([CH3:26])[CH:27]=[O:28].[CH3:29][CH2:30][CH2:31][CH2:32][CH2:33][CH3:34].[CH:15]([Cl:16])([Cl:17])[Cl:18].[F:1][c:2]1[c:3](-[c:8]2[cH:9][n:10][c:11](=[O:14])[nH:12][n:13]2)[cH:4][cH:5][cH:6][cH:7]1.[P:19]([Cl:20])([Cl:21])([Cl:22])=[O:23]>>[F:1][c:2]1[c:3](-[c:8]2[cH:9][n:10][c:11]([Cl:16])[n:12][n:13]2)[cH:4][cH:5][cH:6][cH:7]1. Reactants: CC1=CC=CC(=N1)C(C(C=1C=C2C=CC=NC2=CC1)OC(C)=O)=O (acetic acid 2-(6-methyl-pyridin-2-yl)-2-oxo-1-quinolin-6-yl-ethyl ester), C(C)(=O)[O-].[NH4+] (ammonium acetate). Solvent: C(C)(=O)O (acetic acid). Product: CC=1OC(=C(N1)C1=NC(=CC=C1)C)C=1C=C2C=CC=NC2=CC1 (6-[2-Methyl-4-(6-methyl-pyridin-2-yl)-oxazol-5-yl]-quinoline). As a reaction SMILES: [CH3:1][C:2]1[N:7]=[C:6]([C:8](=O)[CH:9]([O:20][C:21](=O)[CH3:22])[C:10]2[CH:11]=[C:12]3[C:17](=[CH:18][CH:19]=2)[N:16]=[CH:15][CH:14]=[CH:13]3)[CH:5]=[CH:4][CH:3]=1.C([O-])(=O)C.[NH4+:29]>C(O)(=O)C>[CH3:22][C:21]1[O:20][C:9]([C:10]2[CH:11]=[C:12]3[C:17](=[CH:18][CH:19]=2)[N:16]=[CH:15][CH:14]=[CH:13]3)=[C:8]([C:6]2[CH:5]=[CH:4][CH:3]=[C:2]([CH3:1])[N:7]=2)[N:29]=1 |f:1.2|. Procedure: A solution of acetic acid 2-(6-methyl-pyridin-2-yl)-2-oxo-1-quinolin-6-yl-ethyl ester (83 mg, 0.26 mmol), ammonium acetate (200 mg, 2.6 mmol, 10 equiv) in acetic acid (4 mL) is heated to 105° C. for 3 hours. The resulting reaction mixture is concentrated in vacuo, and reverse phase high pressure liquid chromatography (a gradient from 5-30% acetonitrile in 0.1% aqueous formic acid) provides 6-[2-Methyl-4-(6-methyl-pyridin-2-yl)-oxazol-5-yl]-quinoline. Reactants: CO, [Na+], [OH-], O, CCOC(=O)C(Cc1ccc(OCCN2c3ccccc3Oc3ccccc32)cc1)OCC. The product is CCOC(Cc1ccc(OCCN2c3ccccc3Oc3ccccc32)cc1)C(=O)O. RXN SMILES: [CH3:34][OH:35].[Na+:37].[OH-:36].[OH2:38].[cH:1]1[cH:2][cH:3][cH:4][c:5]2[c:14]1[N:13]([CH2:15][CH2:16][O:17][c:18]1[cH:19][cH:20][c:21]([CH2:24][CH:25]([C:26](=[O:27])[O:28][CH2:29][CH3:30])[O:31][CH2:32][CH3:33])[cH:22][cH:23]1)[c:12]1[c:7]([cH:8][cH:9][cH:10][cH:11]1)[O:6]2>>[cH:1]1[cH:2][cH:3][cH:4][c:5]2[c:14]1[N:13]([CH2:15][CH2:16][O:17][c:18]1[cH:19][cH:20][c:21]([CH2:24][CH:25]([C:26](=[O:27])[OH:28])[O:31][CH2:32][CH3:33])[cH:22][cH:23]1)[c:12]1[c:7]([cH:8][cH:9][cH:10][cH:11]1)[O:6]2. The reactants are N1CC(CCC1)CN1CCC2=C(CC1=O)C=C(C(=C2)OC)OC (3-[(piperidin-3-yl)-methyl]-7,8-dimethoxy-1,3,4,5-tetrahydro-2H-3-benzazepin-2-one), C(C1=CC=CC=C1)OC1=C(C=C(C=C1)CCBr)OC (2-(4-benzyloxy-3-methoxy-phenyl)-ethylbromide). The product is C(C1=CC=CC=C1)OC1=C(C=C(C=C1)CCN1CC(CCC1)CN1CCC2=C(CC1=O)C=C(C(=C2)OC)OC)OC (3-[(N-(2-(4-Benzyloxy-3-methoxy-phenyl)-ethyl)-piperidin-3-yl)-methyl]-7,8-dimethoxy-1,3,4,5-tetrahydro-2H-3-benzazepin-2-one). Reaction SMILES: [NH:1]1[CH2:6][CH2:5][CH2:4][CH:3]([CH2:7][N:8]2[C:14](=[O:15])[CH2:13][C:12]3[CH:16]=[C:17]([O:22][CH3:23])[C:18]([O:20][CH3:21])=[CH:19][C:11]=3[CH2:10][CH2:9]2)[CH2:2]1.[CH2:24]([O:31][C:32]1[CH:37]=[CH:36][C:35]([CH2:38][CH2:39]Br)=[CH:34][C:33]=1[O:41][CH3:42])[C:25]1[CH:30]=[CH:29][CH:28]=[CH:27][CH:26]=1>>[CH2:24]([O:31][C:32]1[CH:37]=[CH:36][C:35]([CH2:38][CH2:39][N:1]2[CH2:6][CH2:5][CH2:4][CH:3]([CH2:7][N:8]3[C:14](=[O:15])[CH2:13][C:12]4[CH:16]=[C:17]([O:22][CH3:23])[C:18]([O:20][CH3:21])=[CH:19][C:11]=4[CH2:10][CH2:9]3)[CH2:2]2)=[CH:34][C:33]=1[O:41][CH3:42])[C:25]1[CH:26]=[CH:27][CH:28]=[CH:29][CH:30]=1. Procedure: Prepared from 3-[(piperidin-3-yl)-methyl]-7,8-dimethoxy-1,3,4,5-tetrahydro-2H-3-benzazepin-2-one and 2-(4-benzyloxy-3-methoxy-phenyl)-ethylbromide analogously to Example 1. The reactants are CN(CCNC(=O)C1=NC(=C(N=C1N)N)Cl)C (3,5-diamino-6-chloro-pyrazine-2-carboxylic acid (2-dimethylamino-ethyl)-amide), CN(CCNC(=O)C1=NC(=C(N=C1N)N)Cl)C (3,5-diamino-6-chloro-pyrazine-2-carboxylic acid (2-dimethylamino-ethyl)-amide), BrCCCC1=CC=C(OCCCC2=CC=C(OC[C@H](CO)O)C=C2)C=C1 ((S)-3-(4-{3-[4-(3-bromo-propyl)-phenoxy]-propyl}-phenoxy)-propane-1,2-diol), BrCCCC1=CC=C(OCCCC2=CC=C(OC[C@H](CO)O)C=C2)C=C1 ((S)-3-(4-{3-[4-(3-bromo-propyl)-phenoxy]-propyl}-phenoxy)-propane-1,2-diol). The solvent is CC(CC)=O (butan-2-one). Yields the product [Br-].NC=1C(=NC(=C(N1)N)Cl)C(=O)NCC[N+](C)(C)CCCC1=CC=C(C=C1)OCCCC1=CC=C(C=C1)OC[C@H](CO)O ({2-[(3,5-Diamino-6-chloro-pyrazine-2-carbonyl)-amino]-ethyl}-[3-(4-{3-[4-((S)-2,3-dihydroxy-propoxy)-phenyl]-propoxy}-phenyl)-propyl]-dimethyl-ammonium bromide). As a reaction SMILES: [CH3:1][N:2]([CH3:17])[CH2:3][CH2:4][NH:5][C:6]([C:8]1[C:13]([NH2:14])=[N:12][C:11]([NH2:15])=[C:10]([Cl:16])[N:9]=1)=[O:7].[Br:18][CH2:19][CH2:20][CH2:21][C:22]1[CH:43]=[CH:42][C:25]([O:26][CH2:27][CH2:28][CH2:29][C:30]2[CH:41]=[CH:40][C:33]([O:34][CH2:35][C@@H:36]([OH:39])[CH2:37][OH:38])=[CH:32][CH:31]=2)=[CH:24][CH:23]=1>CC(=O)CC>[Br-:18].[NH2:14][C:13]1[C:8]([C:6]([NH:5][CH2:4][CH2:3][N+:2]([CH2:19][CH2:20][CH2:21][C:22]2[CH:43]=[CH:42][C:25]([O:26][CH2:27][CH2:28][CH2:29][C:30]3[CH:31]=[CH:32][C:33]([O:34][CH2:35][C@@H:36]([OH:39])[CH2:37][OH:38])=[CH:40][CH:41]=3)=[CH:24][CH:23]=2)([CH3:17])[CH3:1])=[O:7])=[N:9][C:10]([Cl:16])=[C:11]([NH2:15])[N:12]=1 |f:3.4|. Reported procedure: 3,5-Diamino-6-chloro-pyrazine-2-carboxylic acid (2-dimethylamino-ethyl)-amide (Intermediate H) (0.65 g, 2.52 mmol) and (S)-3-(4-{3-[4-(3-bromo-propyl)-phenoxy]-propyl}-phenoxy)-propane-1,2-diol (Intermediate J) (1.60 g, 3.78 mmol) in butan-2-one (25 mL) is heated at reflux overnight during which time precipitation of white solid is observed. The reaction mixture is filtered to collect the product, washed with warm acetone and dried under vacuum to afford the title compound. M+ 601. 1H NMR (400 M... Reactants: FC(C(CC)=O)(F)F (1,1,1-trifluorobutan-2-one), C[Si](C)(C)C#N (trimethylsilylcyanide), [N-]=[N+]=[N-].[Na+] (sodium azide). Reagents/catalysts: [Cl-].[Zn+2].[Cl-] (zinc chloride). Solvent: O (water). Reaction conditions: time 8 hour. Product: FC(C(CC)(O)C=1N=NNN1)(F)F (1,1,1-Trifluoro-2-(2H-tetrazol-5-yl)butan-2-ol). RXN SMILES: [F:1][C:2]([F:8])([F:7])[C:3](=[O:6])[CH2:4][CH3:5].C[Si]([C:13]#[N:14])(C)C.[N-:15]=[N+:16]=[N-:17].[Na+]>[Cl-].[Zn+2].[Cl-].O>[F:1][C:2]([F:8])([F:7])[C:3]([C:13]1[N:14]=[N:15][NH:16][N:17]=1)([OH:6])[CH2:4][CH3:5] |f:2.3,4.5.6|. Reported procedure: To 1,1,1-trifluorobutan-2-one (5.0 g, 39.7 mmol, 1.0 equiv) was slowly added trimethylsilylcyanide (4.7 g, 47.6 mmol, 1.2 equiv) and the resulting mixture stirred overnight at ambient temperature. To the resulting mixture was added water (80 mL) followed by zinc chloride (5.4 g, 39.7 mmol, 1.0 equiv) and sodium azide (3.1 g, 47.1 mmol, 1.2 equiv) and the mixture was heated at 80° C. for three hours. The mixture was cooled to room temperature and the precipitate was filtered and dried in vacuo to... Starting materials: C(#N)C1=CC=C(C=C1)CCC(=O)N1CCCC2=CC=CC=C12 (1-[3-(4-cyano-phenyl)-propionyl]-1,2,3,4-tetrahydro-quinoline), ClS(=O)(=O)O (chlorosulphonic acid), Cl (hydrochloric acid). Reaction conditions: temperature 60 celsius. Product: C(#N)C1=CC=C(C=C1)CCC(=O)N1CCCC2=CC(=CC=C12)S(=O)(=O)Cl (1-[3-(4-cyano-phenyl)-propionyl]-1,2,3,4-tetrahydro-quinoline-6-sulphonylchloride). RXN SMILES: [C:1]([C:3]1[CH:8]=[CH:7][C:6]([CH2:9][CH2:10][C:11]([N:13]2[C:22]3[C:17](=[CH:18][CH:19]=[CH:20][CH:21]=3)[CH2:16][CH2:15][CH2:14]2)=[O:12])=[CH:5][CH:4]=1)#[N:2].Cl.[Cl:24][S:25](O)(=[O:27])=[O:26]>>[C:1]([C:3]1[CH:4]=[CH:5][C:6]([CH2:9][CH2:10][C:11]([N:13]2[C:22]3[C:17](=[CH:18][C:19]([S:25]([Cl:24])(=[O:27])=[O:26])=[CH:20][CH:21]=3)[CH2:16][CH2:15][CH2:14]2)=[O:12])=[CH:7][CH:8]=1)#[N:2]. Procedure details: (0.04 mol) of 1-[3-(4-cyano-phenyl)-propionyl]-1,2,3,4-tetrahydro-quinoline are dissolved in 16 ml of chlorosulphonic acid at 0° C. The thickly liquid mass is heated to 60° C. and hydrochloric acid develops. Then the mixture is carefully added to ice and extracted with methylene chloride, dried and concentrated by rotary evaporation.